From a dataset of the Open Reaction Database (ORD), a public repository of structured organic reaction records. describe an organic reaction: reactants, conditions, products, and yield The reactants are C1COCCN1, O=C1Cc2cc(S(=O)(=O)Cl)ccc2N1, ClCCl. Yields the product O=C1Cc2cc(S(=O)(=O)N3CCOCC3)ccc2N1. Reaction SMILES: [CH2:15]1[CH2:16][O:17][CH2:18][CH2:19][NH:20]1.[Cl:1][S:2](=[O:3])(=[O:4])[c:5]1[cH:6][c:7]2[c:11]([cH:12][cH:13]1)[NH:10][C:9](=[O:14])[CH2:8]2.[Cl:21][CH2:22][Cl:23]>>[S:2](=[O:3])(=[O:4])([c:5]1[cH:6][c:7]2[c:11]([cH:12][cH:13]1)[NH:10][C:9](=[O:14])[CH2:8]2)[N:20]1[CH2:15][CH2:16][O:17][CH2:18][CH2:19]1. Starting materials: NC1=CC2=C(NC(=NS2(=O)=O)C=2C(C(C3=CC=CC=C3C2O)(C)CC2CCC2)=O)C=C1 (3-(7-amino-1,1-dioxido-4H-1,2,4-benzothiadiazin-3-yl)-1-(cyclobutylmethyl)-4-hydroxy-1-methylnaphthalen-2(1H)-one), N1=CC=CC=C1 (pyridine), CS(=O)(=O)Cl (methanesulfonyl chloride). The solvent is ClCCl (dichloromethane). Reaction conditions: time 12 hour. Product: C1(CCC1)CC1(C(C(=C(C2=CC=CC=C12)O)C1=NS(C2=C(N1)C=CC(=C2)NS(=O)(=O)C)(=O)=O)=O)C (N-{3-[4-(cyclobutylmethyl)-1-hydroxy-4-methyl-3-oxo-3,4-dihydronaphthalen-2-yl]-1,1-dioxido-4H-1,2,4-benzothiadiazin-7-yl}methanesulfonamide). Isolated yield 81.1%. As a reaction SMILES: [NH2:1][C:2]1[CH:31]=[CH:30][C:5]2[NH:6][C:7]([C:12]3[C:13](=[O:29])[C:14]([CH2:24][CH:25]4[CH2:28][CH2:27][CH2:26]4)([CH3:23])[C:15]4[C:20]([C:21]=3[OH:22])=[CH:19][CH:18]=[CH:17][CH:16]=4)=[N:8][S:9](=[O:11])(=[O:10])[C:4]=2[CH:3]=1.N1C=CC=CC=1.[CH3:38][S:39](Cl)(=[O:41])=[O:40]>ClCCl>[CH:25]1([CH2:24][C:14]2([CH3:23])[C:15]3[C:20](=[CH:19][CH:18]=[CH:17][CH:16]=3)[C:21]([OH:22])=[C:12]([C:7]3[NH:6][C:5]4[CH:30]=[CH:31][C:2]([NH:1][S:39]([CH3:38])(=[O:41])=[O:40])=[CH:3][C:4]=4[S:9](=[O:11])(=[O:10])[N:8]=3)[C:13]2=[O:29])[CH2:28][CH2:27][CH2:26]1. Procedure: To a stirring solution of Example 56 (0.080 g, 0.189 mmol) and pyridine (0.122 mL, 1.512 mmol) in dichloromethane was added methanesulfonyl chloride (0.017 mL, 0.227 mmol) dropwise over 5 minutes and the resulting reaction mixture stirred for 12 hours. The solution was concentrated in. vacuo and purified by flash chromatography on SiO2 eluting with a 0-100% ethyl acetate/hexane gradient yielding the title compound (0.079 g, 84% yield) as a light yellow solid. 1H NMR (300 MHz, DMSO-d6) δ ppm 0.85... Product: O=C(O)CCC(Cc1ccc(Cl)c(Cl)c1)(C(=O)C=Cc1ccc(Cl)cc1)c1ccccc1. Starting materials: CCO, CC(=O)C(CCC(=O)O)(Cc1ccc(Cl)c(Cl)c1)c1ccccc1, O=Cc1ccc(Cl)cc1, [Na+], [OH-], O. Reaction SMILES: [CH3:36][CH2:37][OH:38].[Cl:10][c:11]1[cH:12][c:13]([CH2:14][C:15]([CH2:16][CH2:17][C:18](=[O:19])[OH:20])([C:21]([CH3:22])=[O:23])[c:24]2[cH:25][cH:26][cH:27][cH:28][cH:29]2)[cH:30][cH:31][c:32]1[Cl:33].[Cl:1][c:2]1[cH:3][cH:4][c:5]([CH:6]=[O:7])[cH:8][cH:9]1.[Na+:35].[OH-:34].[OH2:39]>>[Cl:1][c:2]1[cH:3][cH:4][c:5]([CH:6]=[CH:22][C:21]([C:15]([CH2:14][c:13]2[cH:12][c:11]([Cl:10])[c:32]([Cl:33])[cH:31][cH:30]2)([CH2:16][CH2:17][C:18](=[O:19])[OH:20])[c:24]2[cH:25][cH:26][cH:27][cH:28][cH:29]2)=[O:23])[cH:8][cH:9]1. The reactants are S1C(=NC=C1)C1=CC=C(C=C1)CN(C[C@@H]([C@H](CC1=CC=CC=C1)NC([C@@H](NC(=O)OC)C(C)C)=O)O)N (1-[4-(thiazol-2-yl)-phenyl]-4(S)-hydroxy-2-amino-5(S)-N-(N-methoxycarbonyl-(L)-valyl)amino-6-phenyl-2-azahexane), COC(=O)N[C@@H](C(C)C)C(=O)O (N-methoxycarbonyl-(L)-valine), TEA, C(CCl)Cl (EDC), C=1C=CC2=C(C1)N=NN2O (HOBT). Run in CN(C)C=O (DMF), CN(C)C=O (DMF). Yields the product CC(C)[C@@H](C(=O)N[C@@H](CC1=CC=CC=C1)[C@H](CN(CC2=CC=C(C=C2)C3=NC=CS3)NC(=O)[C@H](C(C)C)NC(=O)OC)O)NC(=O)OC (1-[4-(Thiazol-2-yl)-phenyl]-4(S)-hydroxy-5(S)-2,5-bis[N-(N-methoxycarbonyl-(L)-valyl)amino]-6-phenyl-2-azahexane). Reaction SMILES: [CH3:1][O:2][C:3]([NH:5][C@H:6]([C:10](O)=[O:11])[CH:7]([CH3:9])[CH3:8])=[O:4].C(Cl)CCl.C1C=CC2N(O)N=NC=2C=1.[S:27]1[CH:31]=[CH:30][N:29]=[C:28]1[C:32]1[CH:37]=[CH:36][C:35]([CH2:38][N:39]([NH2:63])[CH2:40][C@H:41]([OH:62])[C@@H:42]([NH:50][C:51](=[O:61])[C@H:52]([CH:58]([CH3:60])[CH3:59])[NH:53][C:54]([O:56][CH3:57])=[O:55])[CH2:43][C:44]2[CH:49]=[CH:48][CH:47]=[CH:46][CH:45]=2)=[CH:34][CH:33]=1>CN(C=O)C>[CH3:59][CH:58]([C@H:52]([NH:53][C:54]([O:56][CH3:57])=[O:55])[C:51]([NH:50][C@H:42]([C@@H:41]([OH:62])[CH2:40][N:39]([NH:63][C:10]([C@@H:6]([NH:5][C:3]([O:2][CH3:1])=[O:4])[CH:7]([CH3:9])[CH3:8])=[O:11])[CH2:38][C:35]1[CH:34]=[CH:33][C:32]([C:28]2[S:27][CH:31]=[CH:30][N:29]=2)=[CH:37][CH:36]=1)[CH2:43][C:44]1[CH:49]=[CH:48][CH:47]=[CH:46][CH:45]=1)=[O:61])[CH3:60]. Reported procedure: Analogously to Example 7,140 mg (0.80 mmol) of N-methoxycarbonyl-(L)-valine, 288 mg (1.5 mmol) of EDC and 135 mg (1.0 mmol) of HOBT in 2.2 ml of DMF and 418 μl (3.0 mmol) of TEA are reacted with 0.5 mmol of 1-[4-(thiazol-2-yl)-phenyl]-4(S)-hydroxy-2-amino-5(S)-N-(N-methoxycarbonyl-(L)-valyl)amino-6-phenyl-2-azahexane in 4.5 ml of DMF to form the title compound: m.p: 207-210° C.; HPLC20-100 : tRet =13.8; FAB MS (M+H)+ =683. The reactants are COc1c(C)c(CCCOS(C)(=O)=O)c(OC)c(OC)c1OC, ClCCl, [I-], [Na+], c1ccc(P(c2ccccc2)c2ccccc2)cc1. Yields the product COc1c(C)c(CCC[P+](c2ccccc2)(c2ccccc2)c2ccccc2)c(OC)c(OC)c1OC, [I-]. RXN SMILES: [CH3:1][S:2]([O:3][CH2:6][CH2:7][CH2:8][c:9]1[c:10]([O:22][CH3:23])[c:11]([O:20][CH3:21])[c:12]([O:18][CH3:19])[c:13]([O:16][CH3:17])[c:14]1[CH3:15])(=[O:4])=[O:5].[Cl:45][CH2:46][Cl:47].[I-:43].[Na+:44].[c:24]1([P:30]([c:31]2[cH:32][cH:33][cH:34][cH:35][cH:36]2)[c:37]2[cH:38][cH:39][cH:40][cH:41][cH:42]2)[cH:25][cH:26][cH:27][cH:28][cH:29]1>>[CH2:6]([CH2:7][CH2:8][c:9]1[c:10]([O:22][CH3:23])[c:11]([O:20][CH3:21])[c:12]([O:18][CH3:19])[c:13]([O:16][CH3:17])[c:14]1[CH3:15])[P+:30]([c:24]1[cH:25][cH:26][cH:27][cH:28][cH:29]1)([c:31]1[cH:32][cH:33][cH:34][cH:35][cH:36]1)[c:37]1[cH:38][cH:39][cH:40][cH:41][cH:42]1.[I-:43]. Starting materials: BrC=1C=NN2C1N=CC(=C2NC2=C(C=CC(=C2)C)C)C(=O)O (3-Bromo-7-(2,5-dimethylphenylamino)pyrazolo[1,5-a]pyrimidine-6-carboxylic acid), Cl.FC1(CCNCC1)C1=CC=CC=C1 (4-fluoro-4-phenylpiperidine hydrochloride). The product is BrC=1C=NN2C1N=CC(=C2NC2=C(C=CC(=C2)C)C)C(=O)N2CCC(CC2)(C2=CC=CC=C2)F (3-Bromo-7-(2,5-dimethylphenylamino)-6-(4-fluoro-4-phenylpiperidine-1-carbonyl)pyrazolo[1,5-a]pyrimidine). Isolated yield 62.2%. As a reaction SMILES: [Br:1][C:2]1[CH:3]=[N:4][N:5]2[C:10]([NH:11][C:12]3[CH:17]=[C:16]([CH3:18])[CH:15]=[CH:14][C:13]=3[CH3:19])=[C:9]([C:20](O)=[O:21])[CH:8]=[N:7][C:6]=12.Cl.[F:24][C:25]1([C:31]2[CH:36]=[CH:35][CH:34]=[CH:33][CH:32]=2)[CH2:30][CH2:29][NH:28][CH2:27][CH2:26]1>>[Br:1][C:2]1[CH:3]=[N:4][N:5]2[C:10]([NH:11][C:12]3[CH:17]=[C:16]([CH3:18])[CH:15]=[CH:14][C:13]=3[CH3:19])=[C:9]([C:20]([N:28]3[CH2:29][CH2:30][C:25]([F:24])([C:31]4[CH:32]=[CH:33][CH:34]=[CH:35][CH:36]=4)[CH2:26][CH2:27]3)=[O:21])[CH:8]=[N:7][C:6]=12 |f:1.2|. Procedure details: In the same manner as in Example 21, step 5 and using 3-bromo-7-(2,5-dimethylphenylamino)pyrazolo[1,5-a]pyrimidine-6-carboxylic acid (231 mg, 0.64 mmol) obtained in step 2 and 4-fluoro-4-phenylpiperidine hydrochloride (207 mg, 0.96 mmol), the title compound (208 mg, 62%) was obtained. Starting materials: CCNCC, ClCCl, COc1ccc(C(=O)Cl)cc1OC1CCCC1. Product: CCN(CC)C(=O)c1ccc(OC)c(OC2CCCC2)c1. Reaction SMILES: [CH2:1]([CH3:2])[NH:3][CH2:4][CH3:5].[CH2:23]([Cl:24])[Cl:25].[CH:6]1([O:11][c:12]2[cH:13][c:14]([C:15](=[O:16])[Cl:17])[cH:18][cH:19][c:20]2[O:21][CH3:22])[CH2:7][CH2:8][CH2:9][CH2:10]1>>[CH2:1]([CH3:2])[N:3]([CH2:4][CH3:5])[C:15]([c:14]1[cH:13][c:12]([O:11][CH:6]2[CH2:7][CH2:8][CH2:9][CH2:10]2)[c:20]([O:21][CH3:22])[cH:19][cH:18]1)=[O:16].